From a dataset of the Open Reaction Database (ORD), a public repository of structured organic reaction records. describe an organic reaction: reactants, conditions, products, and yield The reactants are C(C)(=O)N1CCN(CC1)C=1C=CC(=NC1)NC(CC=1C=C(C(=NC1)C1=CC(=NC=C1)C)Cl)=O (N-(5-(4-acetylpiperazin-1-yl)pyridin-2-yl)-2-(3-chloro-2′-methyl-2,4′-bipyridin-5-yl)acetamide), CN(C)C=O.O (DMF H2O). Reagents/catalysts: [C-]#N.[Zn+2].[C-]#N (zinc cyanide), C=1C=CC(=CC1)/C=C/C(=O)/C=C/C2=CC=CC=C2.C=1C=CC(=CC1)/C=C/C(=O)/C=C/C2=CC=CC=C2.C=1C=CC(=CC1)/C=C/C(=O)/C=C/C2=CC=CC=C2.[Pd].[Pd] (Pd2(dba)3), CC(C)(C)P([C-]1C=CC=C1)C(C)(C)C.C1=CC=C(C=C1)[C-]2C(=C(C(=C2C3=CC=CC=C3)C4=CC=CC=C4)C5=CC=CC=C5)C6=CC=CC=C6.[Fe+2] (Q-phos). Conditions: temperature 130 celsius, time 8 hour. The product is C(C)(=O)N1CCN(CC1)C=1C=CC(=NC1)NC(CC=1C=C(C(=NC1)C1=CC(=NC=C1)C)C#N)=O (N-(5-(4-acetylpiperazin-1-yl)pyridin-2-yl)-2-(3-cyano-2′-methyl-2,4′-bipyridin-5-yl)acetamide). RXN SMILES: [C:1]([N:4]1[CH2:9][CH2:8][N:7]([C:10]2[CH:11]=[CH:12][C:13]([NH:16][C:17](=[O:33])[CH2:18][C:19]3[CH:20]=[C:21](Cl)[C:22]([C:25]4[CH:30]=[CH:29][N:28]=[C:27]([CH3:31])[CH:26]=4)=[N:23][CH:24]=3)=[N:14][CH:15]=2)[CH2:6][CH2:5]1)(=[O:3])[CH3:2].[CH3:34][N:35](C=O)C.O>[C-]#N.[Zn+2].[C-]#N.C1C=CC(/C=C/C(/C=C/C2C=CC=CC=2)=O)=CC=1.C1C=CC(/C=C/C(/C=C/C2C=CC=CC=2)=O)=CC=1.C1C=CC(/C=C/C(/C=C/C2C=CC=CC=2)=O)=CC=1.[Pd].[Pd].CC(P(C(C)(C)C)[C-]1C=CC=C1)(C)C.C1C=CC([C-]2C(C3C=CC=CC=3)=C(C3C=CC=CC=3)C(C3C=CC=CC=3)=C2C2C=CC=CC=2)=CC=1.[Fe+2]>[C:1]([N:4]1[CH2:9][CH2:8][N:7]([C:10]2[CH:11]=[CH:12][C:13]([NH:16][C:17](=[O:33])[CH2:18][C:19]3[CH:20]=[C:21]([C:34]#[N:35])[C:22]([C:25]4[CH:30]=[CH:29][N:28]=[C:27]([CH3:31])[CH:26]=4)=[N:23][CH:24]=3)=[N:14][CH:15]=2)[CH2:6][CH2:5]1)(=[O:3])[CH3:2] |f:1.2,3.4.5,6.7.8.9.10,11.12.13|. Procedure: To a sealed tube were added N-(5-(4-acetylpiperazin-1-yl)pyridin-2-yl)-2-(3-chloro-2′-methyl-2,4′-bipyridin-5-yl)acetamide 184 (46 mg, 0.10 mmol), zinc cyanide (14 mg, 0.12 mmol), Pd2(dba)3 (9 mg, 0.010 mmol), Q-phos (9 mg, 0.022 mmol) and 1 ml DMF/H2O (99/1, v/v). The reaction mixture was bubbled with nitrogen for 1 minute and stirred at 130° C. overnight. After cooling to room temperature, the solvents were evaporated and the crude product was purified by reverse phase HPLC to give N-(5-(4-ace...